Dataset: the Open Reaction Database (ORD), a public repository of structured organic reaction records. Task: describe an organic reaction: reactants, conditions, products, and yield The reactants are C(=O)C1=C(C=C(C#N)C=C1)C=C (4-formyl-3-vinylbenzonitrile). The reagents and catalysts are [Pd] (palladium on carbon). Run in C(C)O (ethanol). Reaction conditions: time 2 hour. Product: C(C)C=1C=C(C#N)C=CC1C=O (3-Ethyl-4-formylbenzonitrile). As a reaction SMILES: [CH:1]([C:3]1[CH:10]=[CH:9][C:6]([C:7]#[N:8])=[CH:5][C:4]=1[CH:11]=[CH2:12])=[O:2]>C(O)C.[Pd]>[CH2:11]([C:4]1[CH:5]=[C:6]([CH:9]=[CH:10][C:3]=1[CH:1]=[O:2])[C:7]#[N:8])[CH3:12]. Reported procedure: A solution of 1.3 g (8.27 mmol) of 4-formyl-3-vinylbenzonitrile in 35 ml of ethanol is mixed with 880 mg of 10% palladium on carbon and vigorously stirred under a hydrogen atmosphere for 2 h. The suspension is filtered through a layer of kieselguhr, the residue is washed with ethanol, and the filtrate is concentrated. The residue (890 mg) is employed without further purification in the following stage. Reactants: BrC1=NN(C2=CC=C(C=C12)C#N)C1OCCCC1 (3-Bromo-1-(tetrahydro-2-pyranyl)-1H-indazole-5-carbonitrile), O1C(=CC2=C1C=CC=C2)B(O)O (2-benzofuranboronic acid), P(=O)([O-])([O-])[O-].[K+].[K+].[K+] (potassium phosphate). The reagents and catalysts are C1=CC=C(C=C1)P([C-]2C=CC=C2)C3=CC=CC=C3.C1=CC=C(C=C1)P([C-]2C=CC=C2)C3=CC=CC=C3.Cl[Pd]Cl.[Fe+2].C(Cl)Cl (Pd(dppf)Cl2 CH2Cl2). The solvent is COCCOC (1,2-dimethoxyethane). Run at temperature 95 celsius. Product: O1C(=CC2=C1C=CC=C2)C2=NN(C1=CC=C(C=C21)C#N)C2OCCCC2 (3-Benzo[d]furan-2-yl-1-perhydro-2H-pyran-2-yl-1H-indazole-5-carbonitrile). The yield is 14.9%. As a reaction SMILES: Br[C:2]1[C:10]2[C:5](=[CH:6][CH:7]=[C:8]([C:11]#[N:12])[CH:9]=2)[N:4]([CH:13]2[CH2:18][CH2:17][CH2:16][CH2:15][O:14]2)[N:3]=1.[O:19]1[C:23]2[CH:24]=[CH:25][CH:26]=[CH:27][C:22]=2[CH:21]=[C:20]1B(O)O.P([O-])([O-])([O-])=O.[K+].[K+].[K+]>COCCOC.C1C=CC(P(C2C=CC=CC=2)[C-]2C=CC=C2)=CC=1.C1C=CC(P(C2C=CC=CC=2)[C-]2C=CC=C2)=CC=1.Cl[Pd]Cl.[Fe+2].C(Cl)Cl>[O:19]1[C:23]2[CH:24]=[CH:25][CH:26]=[CH:27][C:22]=2[CH:21]=[C:20]1[C:2]1[C:10]2[C:5](=[CH:6][CH:7]=[C:8]([C:11]#[N:12])[CH:9]=2)[N:4]([CH:13]2[CH2:18][CH2:17][CH2:16][CH2:15][O:14]2)[N:3]=1 |f:2.3.4.5,7.8.9.10.11|. Procedure: 3-Bromo-1-(tetrahydro-2-pyranyl)-1H-indazole-5-carbonitrile (1.00 g, 3.27 mmol), 2-benzofuranboronic acid (795 mg, 4.90 mmol), Pd(dppf)Cl2 CH2Cl2 (266 mg) and potassium phosphate (3.47 g, 16.35 mmol) in 1,2-dimethoxyethane (16.0 mL) was placed into a screw-top pressure tube and heated in a 95° C. oil bath for 21 h. The reaction mixture was cooled and partitioned between dichloromethane and water. The organic layer was separated, washed with satd. NaHCO3, brine, dried over MgSO4 and concentrated ... The reactants are ClCCCC(C(=O)NN)C1CCN(CC1)C(=O)OC(C)(C)C (tert-butyl 4-[4-chloro-1-hydrazinocarbonyl-butan-1-yl]piperidine-1-carboxylate), Cl.Cl.COC=1C=C(C=CC1N1C=NC(=C1)C)/C=C/C(OCC)=N (ethyl (E)-3-[3-methoxy-4-(4-methyl-1H-imidazol-1-yl)phenyl]acrylimidate dihydrochloride), TEA. The solvent is C(CC)O (1-propanol), C(CC)O (1-propanol). Run at temperature 90 celsius, time 8 hour. Product: COC=1C=C(C=CC1N1C=NC(=C1)C)/C=C/C1=NN2C(C(CCC2)C2CCN(CC2)C(=O)OC(C)(C)C)=N1 (tert-butyl 4-(2-{(E)-2-[3-methoxy-4-(4-methyl-1H-imidazol-1-yl)phenyl]vinyl}-5,6,7,8-tetrahydro[1,2,4]triazolo[1,5-a]pyridin-8-yl)piperidine-1-carboxylate). The yield is 35.0%. RXN SMILES: Cl[CH2:2][CH2:3][CH2:4][CH:5]([CH:10]1[CH2:15][CH2:14][N:13]([C:16]([O:18][C:19]([CH3:22])([CH3:21])[CH3:20])=[O:17])[CH2:12][CH2:11]1)[C:6]([NH:8][NH2:9])=O.Cl.Cl.[CH3:25][O:26][C:27]1[CH:28]=[C:29](/[CH:39]=[CH:40]/[C:41](=[NH:45])OCC)[CH:30]=[CH:31][C:32]=1[N:33]1[CH:37]=[C:36]([CH3:38])[N:35]=[CH:34]1>C(O)CC>[CH3:25][O:26][C:27]1[CH:28]=[C:29](/[CH:39]=[CH:40]/[C:41]2[N:45]=[C:6]3[CH:5]([CH:10]4[CH2:15][CH2:14][N:13]([C:16]([O:18][C:19]([CH3:22])([CH3:21])[CH3:20])=[O:17])[CH2:12][CH2:11]4)[CH2:4][CH2:3][CH2:2][N:8]3[N:9]=2)[CH:30]=[CH:31][C:32]=1[N:33]1[CH:37]=[C:36]([CH3:38])[N:35]=[CH:34]1 |f:1.2.3|. Reported procedure: A solution of tert-butyl 4-[4-chloro-1-hydrazinocarbonyl-butan-1-yl]piperidine-1-carboxylate (663 mg) in 1-propanol (4 mL) was added to a solution of ethyl (E)-3-[3-methoxy-4-(4-methyl-1H-imidazol-1-yl)phenyl]acrylimidate dihydrochloride obtained in Example 1 (792 mg) and TEA (1.7 mL) in 1-propanol (16 mL), and the reaction solution was stirred at 90° C. overnight. The reaction solution was left to cool to room temperature and then concentrated under reduced pressure. Ethyl acetate, water and a ... The reactants are C1CCOC1, [Li]CCCC, COCc1c(-c2ccc(NC(=O)Nc3cc(C(F)(F)F)ccc3F)c(F)c2)c2c(N)ncnn2c1Br, CN(C)C=O. Yields the product COCc1c(-c2ccc(NC(=O)Nc3cc(C(F)(F)F)ccc3F)c(F)c2)c2c(N)ncnn2c1C=O. RXN SMILES: [CH2:47]1[O:48][CH2:49][CH2:50][CH2:51]1.[CH3:37][CH2:38][CH2:39][CH2:40][Li:41].[NH2:1][c:2]1[n:3][cH:4][n:5][n:6]2[c:7]1[c:8](-[c:15]1[cH:16][c:17]([F:36])[c:18]([NH:21][C:22](=[O:23])[NH:24][c:25]3[c:26]([F:35])[cH:27][cH:28][c:29]([C:31]([F:32])([F:33])[F:34])[cH:30]3)[cH:19][cH:20]1)[c:9]([CH2:12][O:13][CH3:14])[c:10]2[Br:11].[O:42]=[CH:43][N:44]([CH3:45])[CH3:46]>>[NH2:1][c:2]1[n:3][cH:4][n:5][n:6]2[c:7]1[c:8](-[c:15]1[cH:16][c:17]([F:36])[c:18]([NH:21][C:22](=[O:23])[NH:24][c:25]3[c:26]([F:35])[cH:27][cH:28][c:29]([C:31]([F:32])([F:33])[F:34])[cH:30]3)[cH:19][cH:20]1)[c:9]([CH2:12][O:13][CH3:14])[c:10]2[CH:43]=[O:42]. Reactants: Cl.N=1N=CN(C1)C1=CC=C(C=C1)NN (4-(1,2,4-triazol-4-yl)phenylhydrazine hydrochloride), [Si](C)(C)(C(C)(C)C)OC1CCC(CC1)CCCC=O (4-[4-(tert-butyldimethylsilanyloxy)cyclohexyl]butyraldehyde). Run in C(C)O.O (ethanol water), C(C)O (ethanol). Conditions: temperature 140 celsius. Product: N=1N=CN(C1)C=1C=C2C(=CNC2=CC1)CCC1CCC(CC1)O (4-[2-(5-(1,2,4-triazol-4-yl)-1H-indol-3-yl)ethyl]cyclohexanol). As a reaction SMILES: Cl.[N:2]1[N:3]=[CH:4][N:5]([C:7]2[CH:12]=[CH:11][C:10]([NH:13]N)=[CH:9][CH:8]=2)[CH:6]=1.[Si]([O:22][CH:23]1[CH2:28][CH2:27][CH:26]([CH2:29][CH2:30][CH2:31][CH:32]=O)[CH2:25][CH2:24]1)(C(C)(C)C)(C)C>C(O)C.O.C(O)C>[N:2]1[N:3]=[CH:4][N:5]([C:7]2[CH:12]=[C:11]3[C:10](=[CH:9][CH:8]=2)[NH:13][CH:32]=[C:31]3[CH2:30][CH2:29][CH:26]2[CH2:25][CH2:24][CH:23]([OH:22])[CH2:28][CH2:27]2)[CH:6]=1 |f:0.1,3.4|. Procedure: A stirred mixture of 4-(1,2,4-triazol-4-yl)phenylhydrazine hydrochloride (930 mg, 3.5 mmol) in ethanol/water (25 ml, 4:1), under nitrogen, was slowly treated with a solution of 4-[4-(tert-butyldimethylsilanyloxy)cyclohexyl]butyraldehyde (1 g, 3.5 mmol) in ethanol (5 ml). The reaction mixture was heated at 140° C. for 18 hours in a sealed tube, cooled and evaporated. The residue was purified by column chromatography on silica using methanol/dichloromethane as eluent to afford the title compound a... Starting materials: BrC=1C(=NC(=CC1)C)C#N (3-bromo-6-methylpicolinonitrile), C(CCC)[Sn](C1=NC=CC=C1)(CCCC)CCCC (2-(tributylstannyl)pyridine), [F-].[Cs+] (cesium fluoride). The reagents and catalysts are [Cu]I (CuI), C=1C=CC(=CC1)[P](C=2C=CC=CC2)(C=3C=CC=CC3)[Pd]([P](C=4C=CC=CC4)(C=5C=CC=CC5)C=6C=CC=CC6)([P](C=7C=CC=CC7)(C=8C=CC=CC8)C=9C=CC=CC9)[P](C=1C=CC=CC1)(C=1C=CC=CC1)C=1C=CC=CC1 (Pd(PPh3)4). The solvent is CN(C)C=O (DMF). Conditions: temperature 120 celsius. The product is CC1=CC=C(C(=N1)C#N)C1=NC=CC=C1 (6′-Methyl-[2,3′-bipyridine]-2′-carbonitrile). Yield: 87.4%. RXN SMILES: Br[C:2]1[C:3]([C:9]#[N:10])=[N:4][C:5]([CH3:8])=[CH:6][CH:7]=1.C([Sn](CCCC)(CCCC)[C:16]1[CH:21]=[CH:20][CH:19]=[CH:18][N:17]=1)CCC.[F-].[Cs+]>CN(C=O)C.[Cu]I.C1C=CC([P]([Pd]([P](C2C=CC=CC=2)(C2C=CC=CC=2)C2C=CC=CC=2)([P](C2C=CC=CC=2)(C2C=CC=CC=2)C2C=CC=CC=2)[P](C2C=CC=CC=2)(C2C=CC=CC=2)C2C=CC=CC=2)(C2C=CC=CC=2)C2C=CC=CC=2)=CC=1>[CH3:8][C:5]1[N:4]=[C:3]([C:9]#[N:10])[C:2]([C:16]2[CH:21]=[CH:20][CH:19]=[CH:18][N:17]=2)=[CH:7][CH:6]=1 |f:2.3,^1:42,44,63,82|. Procedure details: A mixture of 3-bromo-6-methylpicolinonitrile (1 g, 5.1 mmol), 2-(tributylstannyl)pyridine (2.43 ml, 6.60 mmol), cesium fluoride (150 mg, 10.2 mmol), CuI (193 mg, 1.02 mmol) and Pd(PPh3)4 (586 mg, 0.51 mmol) in DMF (10 mL) was degassed and heated at 120° C. for 1 h in a microwave reactor. The solvent was removed in vacuo to obtain the crude which was purified by silica gel chromatography (0˜100% DCM/EtOAc) to yield the title compound as a brown oil (0.87 g, 88%). MS (ESI) 196 (M+H). Starting materials: [OH-].[Na+] (sodium hydroxide), COC(CC1=CC=C(C=C1)C1=CC=C(C=C1)C(CC)(C1=CC(=C(C=C1)\C=C\C(CC)(O)CC)C)CC)=O ((E)-(4′-{1-ethyl-1-[4-(3-ethyl-3-hydroxy-1-pentenyl)-3-methyl-phenyl]-propyl}-biphenyl-4-yl)acetic acid methyl ester), [Cl-].[NH4+] (ammonium chloride). The solvent is CO.O1CCCC1 (methanol tetrahydrofuran). Reaction conditions: time 8 hour. The product is C(C)C(CC)(C1=CC(=C(C=C1)\C=C\C(CC)(O)CC)C)C1=CC=C(C=C1)C1=CC=C(C=C1)CC(=O)O ((E)-(4′-{1-ethyl-1-[4-(3-ethyl-3-hydroxy-1-pentenyl)-3-methyl-phenyl]-propyl}-biphenyl-4-yl)-acetic Acid). Yield: 81.7%. As a reaction SMILES: [OH-].[Na+].C[O:4][C:5](=[O:39])[CH2:6][C:7]1[CH:12]=[CH:11][C:10]([C:13]2[CH:18]=[CH:17][C:16]([C:19]([CH2:37][CH3:38])([C:22]3[CH:27]=[CH:26][C:25](/[CH:28]=[CH:29]/[C:30]([CH2:34][CH3:35])([OH:33])[CH2:31][CH3:32])=[C:24]([CH3:36])[CH:23]=3)[CH2:20][CH3:21])=[CH:15][CH:14]=2)=[CH:9][CH:8]=1.[Cl-].[NH4+]>CO.O1CCCC1>[CH2:20]([C:19]([C:16]1[CH:15]=[CH:14][C:13]([C:10]2[CH:9]=[CH:8][C:7]([CH2:6][C:5]([OH:39])=[O:4])=[CH:12][CH:11]=2)=[CH:18][CH:17]=1)([C:22]1[CH:27]=[CH:26][C:25](/[CH:28]=[CH:29]/[C:30]([CH2:31][CH3:32])([OH:33])[CH2:34][CH3:35])=[C:24]([CH3:36])[CH:23]=1)[CH2:37][CH3:38])[CH3:21] |f:0.1,3.4,5.6|. Reported procedure: A 1 N sodium hydroxide aqueous solution (0.293 mL, 0.293 mmol) was added to a solution of (E)-(4′-{1-ethyl-1-[4-(3-ethyl-3-hydroxy-1-pentenyl)-3-methyl-phenyl]-propyl}-biphenyl-4-yl)acetic acid methyl ester (Example 59-(1); 48.7 mg, 0.098 mmol) in methanol-tetrahydrofuran (1:1, 4 mL), and the mixture was stirred at room temperature overnight. The reaction mixture was then poured into a saturated aqueous ammonium chloride solution, followed by extraction with dichloromethane. The organic layer wa...